Dataset: the Open Reaction Database (ORD), a public repository of structured organic reaction records. Task: describe an organic reaction: reactants, conditions, products, and yield Reactants: [Cl-].[NH4+] (ammonium chloride), NC1=C(C(=O)OC)C=C(C=C1)Br (methyl 2-amino-5-bromobenzoate), C1(=CC=CC=C1)B(O)O (phenylboronic acid), P(=O)([O-])([O-])[O-].[K+].[K+].[K+] (potassium phosphate). Reagents/catalysts: C=1C=CC(=CC1)[P](C=2C=CC=CC2)(C=3C=CC=CC3)[Pd]([P](C=4C=CC=CC4)(C=5C=CC=CC5)C=6C=CC=CC6)([P](C=7C=CC=CC7)(C=8C=CC=CC8)C=9C=CC=CC9)[P](C=1C=CC=CC1)(C=1C=CC=CC1)C=1C=CC=CC1 (tetrakis(triphenylphosphine)palladium). Run in O1CCOCC1 (dioxane). Run at temperature 85 celsius. Yields the product NC1=C(C(=O)OC)C=C(C=C1)C1=CC=CC=C1 (methyl 2-amino-5-phenylbenzoate). Isolated yield 73.3%. As a reaction SMILES: [NH2:1][C:2]1[CH:11]=[CH:10][C:9](Br)=[CH:8][C:3]=1[C:4]([O:6][CH3:7])=[O:5].[C:13]1(B(O)O)[CH:18]=[CH:17][CH:16]=[CH:15][CH:14]=1.P([O-])([O-])([O-])=O.[K+].[K+].[K+].[Cl-].[NH4+]>O1CCOCC1.C1C=CC([P]([Pd]([P](C2C=CC=CC=2)(C2C=CC=CC=2)C2C=CC=CC=2)([P](C2C=CC=CC=2)(C2C=CC=CC=2)C2C=CC=CC=2)[P](C2C=CC=CC=2)(C2C=CC=CC=2)C2C=CC=CC=2)(C2C=CC=CC=2)C2C=CC=CC=2)=CC=1>[NH2:1][C:2]1[CH:11]=[CH:10][C:9]([C:13]2[CH:18]=[CH:17][CH:16]=[CH:15][CH:14]=2)=[CH:8][C:3]=1[C:4]([O:6][CH3:7])=[O:5] |f:2.3.4.5,6.7,^1:41,43,62,81|. Procedure: To a solution of methyl 2-amino-5-bromobenzoate (2.0 g, 8.7 mmol) in dioxane (40 mL) were added phenylboronic acid (1.91 g, 15.7 mmol), potassium phosphate (4.08 g, 19.1 mmol) and tetrakis(triphenylphosphine)palladium (0.26 g, 0.22 mmol) under nitrogen. The mixture was heated at 85° C. for 20 h, then cooled to 0-5° C. Aqueous ammonium chloride was added and the mixture was extracted, washed with brine, dried (Na2SO4) and concentrated to dryness. Purification by chromatography gave 1.45 g of meth... The reactants are COCCN1C(=O)C(N)CC=CC1c1ccccc1, CC(C)CC(O)C(=O)NC(CC(C)C)C(=O)O. Yields the product COCCN1C(=O)C(NC(=O)C(CC(C)C)NC(=O)C(O)CC(C)C)CC=CC1c1ccccc1. RXN SMILES: [NH2:1][CH:2]1[C:3](=[O:19])[N:4]([CH2:15][CH2:16][O:17][CH3:18])[CH:5]([c:9]2[cH:10][cH:11][cH:12][cH:13][cH:14]2)[CH:6]=[CH:7][CH2:8]1.[OH:20][CH:21]([C:22](=[O:23])[NH:24][CH:25]([CH2:26][CH:27]([CH3:28])[CH3:29])[C:30](=[O:31])[OH:32])[CH2:33][CH:34]([CH3:35])[CH3:36]>>[NH:1]([CH:2]1[C:3](=[O:19])[N:4]([CH2:15][CH2:16][O:17][CH3:18])[CH:5]([c:9]2[cH:10][cH:11][cH:12][cH:13][cH:14]2)[CH:6]=[CH:7][CH2:8]1)[C:30]([CH:25]([NH:24][C:22]([CH:21]([OH:20])[CH2:33][CH:34]([CH3:35])[CH3:36])=[O:23])[CH2:26][CH:27]([CH3:28])[CH3:29])=[O:31]. Starting materials: NCC(=O)N(C1=CC2=C(C=C1)OCO2)CC(=O)OC(C)(C)C (tert-butyl 2-[2-amino-N-(3,4-methylenedioxyphenyl)acetamido]acetate), CC=1C=C(C=CC1)N=C=O (3-methylphenyl isocyanate). Yields the product C1OC=2C=C(C=CC2O1)N(C(CNC(=O)NC1=CC(=CC=C1)C)=O)CC(=O)OC(C)(C)C (tert-butyl 2-{N-(3,4-methylenedioxyphenyl)-2-[3-(3-methylphenyl)ureido]acetamido}acetate). The yield is 49.8%. Reaction SMILES: [NH2:1][CH2:2][C:3]([N:5]([CH2:15][C:16]([O:18][C:19]([CH3:22])([CH3:21])[CH3:20])=[O:17])[C:6]1[CH:11]=[CH:10][C:9]2[O:12][CH2:13][O:14][C:8]=2[CH:7]=1)=[O:4].[CH3:23][C:24]1[CH:25]=[C:26]([N:30]=[C:31]=[O:32])[CH:27]=[CH:28][CH:29]=1>>[CH2:13]1[O:12][C:9]2[CH:10]=[CH:11][C:6]([N:5]([CH2:15][C:16]([O:18][C:19]([CH3:22])([CH3:21])[CH3:20])=[O:17])[C:3](=[O:4])[CH2:2][NH:1][C:31]([NH:30][C:26]3[CH:27]=[CH:28][CH:29]=[C:24]([CH3:23])[CH:25]=3)=[O:32])=[CH:7][C:8]=2[O:14]1. Procedure: Using a procedure similar to that described in Example 1, but starting with tert-butyl 2-[2-amino-N-(3,4-methylenedioxyphenyl)acetamido]acetate (2.4 g) and 3-methylphenyl isocyanate (1 g), and after recrystallisation in ethyl acetate, tert-butyl 2-{N-(3,4-methylenedioxyphenyl)-2-[3-(3-methylphenyl)ureido]acetamido}acetate (1.65 g), m.p. 142° C., is obtained. Starting materials: C=O, [K+], [K+], [Na], O=C([O-])[O-], CCOC(=O)C(=O)C(C(=O)OCC)c1ccccc1, O. The product is C=C(C(=O)OCC)c1ccccc1. Reaction SMILES: [CH2:1]=[O:2].[K+:23].[K+:24].[Na:3].[O-:25][C:26]([O-:27])=[O:28].[O:4]=[C:5]([C:6]([O:7][CH2:8][CH3:9])=[O:10])[CH:11]([C:12](=[O:13])[O:14][CH2:15][CH3:16])[c:17]1[cH:18][cH:19][cH:20][cH:21][cH:22]1.[OH2:29]>>[CH2:5]=[C:11]([C:12](=[O:13])[O:14][CH2:15][CH3:16])[c:17]1[cH:18][cH:19][cH:20][cH:21][cH:22]1.